This data is from the Open Reaction Database (ORD), a public repository of structured organic reaction records. The task is: describe an organic reaction: reactants, conditions, products, and yield Run in CN(C=O)C (dimethylformamide). Starting materials: FC1=CC=C(C=C1)N1C=C(C(C2=CC=C(C=C12)C1=CC=NC=C1)=O)C(=O)O (1-(4-fluorophenyl)-1,4-di-hydro4-oxo-7-(4-pyridinyl)-3-quinolinecarboxylic acid), C(=O)(N1C=NC=C1)N1C=NC=C1 (1,1'-carbonyldiimidazole), [OH-].[NH4+] (ammonium hydroxide). Procedure details: A mixture of 1.65 g 1-(4-fluorophenyl)-1,4-di-hydro4-oxo-7-(4-pyridinyl)-3-quinolinecarboxylic acid, 2.2 g of 1,1'-carbonyldiimidazole and 15 ml dimethylformamide (DMF) was heated at 150° C. for 1.5 hrs. The reaction mixture was poured into 50 ml concentrated ammonium hydroxide. The product was extracted with methylene dichloride and recovered therefrom to give 2.2 g 1-(4-fluorophenyl-1,4-dihydro-4-oxo-7-(4-pyridinyl)-3-quinolinecarboxamide which was converted to its monomethanesulfonate salt he... Product: FC1=CC=C(C=C1)N1C=C(C(C2=CC=C(C=C12)C1=CC=NC=C1)=O)C(=O)N (4-fluorophenyl-1,4-dihydro-4-oxo-7-(4-pyridinyl)-3-quinolinecarboxamide). Reaction SMILES: [F:1][C:2]1[CH:7]=[CH:6][C:5]([N:8]2[C:17]3[C:12](=[CH:13][CH:14]=[C:15]([C:18]4[CH:23]=[CH:22][N:21]=[CH:20][CH:19]=4)[CH:16]=3)[C:11](=[O:24])[C:10]([C:25](O)=[O:26])=[CH:9]2)=[CH:4][CH:3]=1.C(N1C=CN=C1)([N:30]1C=CN=C1)=O.[OH-].[NH4+]>CN(C)C=O>[F:1][C:2]1[CH:3]=[CH:4][C:5]([N:8]2[C:17]3[C:12](=[CH:13][CH:14]=[C:15]([C:18]4[CH:23]=[CH:22][N:21]=[CH:20][CH:19]=4)[CH:16]=3)[C:11](=[O:24])[C:10]([C:25]([NH2:30])=[O:26])=[CH:9]2)=[CH:6][CH:7]=1 |f:2.3|. Conditions: temperature 150 celsius. The reactants are CO, Cl, [Na+], [OH-], CCOC(=O)CCCN1CCC(=C2c3ccccc3CCc3ccccc32)CC1. Product: Cl, O=C(O)CCCN1CCC(=C2c3ccccc3CCc3ccccc32)CC1. Reaction SMILES: [CH3:33][OH:34].[ClH:1].[Na+:32].[OH-:31].[cH:2]1[cH:3][cH:4][cH:5][c:6]2[c:12]1[CH2:11][CH2:10][c:9]1[c:8]([cH:16][cH:15][cH:14][cH:13]1)[C:7]2=[C:17]1[CH2:18][CH2:19][N:20]([CH2:23][CH2:24][CH2:25][C:26](=[O:27])[O:28][CH2:29][CH3:30])[CH2:21][CH2:22]1>>[ClH:1].[cH:2]1[cH:3][cH:4][cH:5][c:6]2[c:12]1[CH2:11][CH2:10][c:9]1[c:8]([cH:16][cH:15][cH:14][cH:13]1)[C:7]2=[C:17]1[CH2:18][CH2:19][N:20]([CH2:23][CH2:24][CH2:25][C:26](=[O:27])[OH:28])[CH2:21][CH2:22]1. Starting materials: CCOP(=O)(CP(=O)(OCC)OCC)OCC, Cn1c(C(F)(F)F)cc(=O)n(-c2ccc(Cl)c(C=O)c2)c1=O, [H-], [Na+]. Yields the product CCOP(=O)(C=Cc1cc(-n2c(=O)cc(C(F)(F)F)n(C)c2=O)ccc1Cl)OCC. As a reaction SMILES: [CH2:1]([P:2]([O:3][CH2:4][CH3:5])(=[O:6])[O:7][CH2:8][CH3:9])[P:10]([O:11][CH2:12][CH3:13])(=[O:14])[O:15][CH2:16][CH3:17].[Cl:20][c:21]1[c:22]([CH:23]=[O:24])[cH:25][c:26](-[n:29]2[c:30](=[O:41])[n:31]([CH3:40])[c:32]([C:36]([F:37])([F:38])[F:39])[cH:33][c:34]2=[O:35])[cH:27][cH:28]1.[H-:18].[Na+:19]>>[CH:1]([P:10]([O:11][CH2:12][CH3:13])(=[O:14])[O:15][CH2:16][CH3:17])=[CH:23][c:22]1[c:21]([Cl:20])[cH:28][cH:27][c:26](-[n:29]2[c:30](=[O:41])[n:31]([CH3:40])[c:32]([C:36]([F:37])([F:38])[F:39])[cH:33][c:34]2=[O:35])[cH:25]1. Reactants: O=Cc1cccc(Br)c1O, CC(=O)O[BH-](OC(C)=O)OC(C)=O, NCCO, [Na+], C1CCOC1. The product is OCCNCc1cccc(Br)c1O. RXN SMILES: [Br:1][c:2]1[c:3]([OH:10])[c:4]([CH:5]=[O:6])[cH:7][cH:8][cH:9]1.[C:15]([O:16][BH-:17]([O:18][C:19](=[O:20])[CH3:21])[O:22][C:23](=[O:24])[CH3:25])(=[O:26])[CH3:27].[NH2:11][CH2:12][CH2:13][OH:14].[Na+:28].[O:29]1[CH2:30][CH2:31][CH2:32][CH2:33]1>>[Br:1][c:2]1[c:3]([OH:10])[c:4]([CH2:5][NH:11][CH2:12][CH2:13][OH:14])[cH:7][cH:8][cH:9]1. Reactants: CCOCC, CC1CCCC(C)(C)C1=O, C#CC(O)CCC, [K+], [OH-]. The product is CCCC(O)C#CC1(O)C(C)CCCC1(C)C. RXN SMILES: [CH3:20][CH2:21][O:22][CH2:23][CH3:24].[CH3:3][CH:4]1[C:5](=[O:12])[C:6]([CH3:10])([CH3:11])[CH2:7][CH2:8][CH2:9]1.[CH:13]#[C:14][CH:15]([CH2:16][CH2:17][CH3:18])[OH:19].[K+:2].[OH-:1]>>[CH3:3][CH:4]1[C:5]([OH:12])([C:13]#[C:14][CH:15]([CH2:16][CH2:17][CH3:18])[OH:19])[C:6]([CH3:10])([CH3:11])[CH2:7][CH2:8][CH2:9]1.